The task is: describe an organic reaction: reactants, conditions, products, and yield. This data is from the Open Reaction Database (ORD), a public repository of structured organic reaction records. Starting materials: CCOC(=O)CC#N, CC(=O)[O-], CC(=O)c1ccccc1, CCOC(C)=O, CC(=O)O, [NH4+], c1ccccc1. The product is CCOC(=O)C(C#N)=C(C)c1ccccc1. As a reaction SMILES: [C:10](#[N:11])[CH2:12][C:13](=[O:14])[O:15][CH2:16][CH3:17].[CH3:19][C:20](=[O:21])[O-:22].[CH3:1][C:2](=[O:3])[c:4]1[cH:5][cH:6][cH:7][cH:8][cH:9]1.[CH3:23][CH2:24][O:25][C:26](=[O:27])[CH3:28].[CH3:29][C:30](=[O:31])[OH:32].[NH4+:18].[cH:33]1[cH:34][cH:35][cH:36][cH:37][cH:38]1>>[CH3:1][C:2]([c:4]1[cH:5][cH:6][cH:7][cH:8][cH:9]1)=[C:12]([C:10]#[N:11])[C:13](=[O:14])[O:15][CH2:16][CH3:17]. Reactants: Br, CC(=O)C1C(C=C(Cl)c2ccc(Cl)cc2)C1(C)C, [Na+], C1COCCO1, [OH-], O. Yields the product CC1(C)C(C=C(Cl)c2ccc(Cl)cc2)C1C(=O)O. Reaction SMILES: [Br:1].[CH3:4][C:5]1([CH3:21])[CH:6]([CH:11]=[C:12]([c:13]2[cH:14][cH:15][c:16]([Cl:19])[cH:17][cH:18]2)[Cl:20])[CH:7]1[C:8]([CH3:9])=[O:10].[Na+:3].[O:23]1[CH2:24][CH2:25][O:26][CH2:27][CH2:28]1.[OH-:2].[OH2:22]>>[O:2]=[C:8]([CH:7]1[C:5]([CH3:4])([CH3:21])[CH:6]1[CH:11]=[C:12]([c:13]1[cH:14][cH:15][c:16]([Cl:19])[cH:17][cH:18]1)[Cl:20])[OH:10].